This data is from the Open Reaction Database (ORD), a public repository of structured organic reaction records. The task is: describe an organic reaction: reactants, conditions, products, and yield Starting materials: C(=O)(O)[O-].[Na+] (NaHCO3), FCC(=O)OC (methyl 2-fluoroacetate), O([K])[Si](C)(C)C (KOSiMe3), Cl.O1COC2=C1C=CC=C2C2CCN(CC2)CC[C@@H]2CC[C@H](CC2)N (Trans-4-[2-(4-Benzo[1,3]dioxol-4-yl-piperidin-1-yl)-ethyl]-cyclohexylamine hydrochloride), Cl.O1COC2=C1C=CC=C2C2CCN(CC2)CC[C@@H]2CC[C@H](CC2)N (Trans-4-[2-(4-Benzo[1,3]dioxol-4-yl-piperidin-1-yl)-ethyl]-cyclohexylamine hydrochloride), C(C)(C)N(C(C)C)CC (N,N-diisopropylethylamine), CN(C)C(=[N+](C)C)ON1C2=C(C=CC=C2)N=N1.[B-](F)(F)(F)F (TBTU). Solvent: O1CCOCC1 (Dioxane). The product is O1COC2=C1C=CC=C2C2CCN(CC2)CC[C@@H]2CC[C@H](CC2)NC(CF)=O (Trans-N-{4-[2-(4-Benzo[1,3]dioxol-4-yl-piperidin-1-yl)-ethyl]-cyclohexyl}-2-fluoro-acetamide). The yield is 66.7%. Reaction SMILES: [F:1][CH2:2][C:3](OC)=[O:4].O([Si](C)(C)C)[K].Cl.[O:14]1[C:18]2[CH:19]=[CH:20][CH:21]=[C:22]([CH:23]3[CH2:28][CH2:27][N:26]([CH2:29][CH2:30][C@H:31]4[CH2:36][CH2:35][C@H:34]([NH2:37])[CH2:33][CH2:32]4)[CH2:25][CH2:24]3)[C:17]=2[O:16][CH2:15]1.C(N(CC)C(C)C)(C)C.CN(C(ON1N=NC2C=CC=CC1=2)=[N+](C)C)C.[B-](F)(F)(F)F.C([O-])(O)=O.[Na+]>O1CCOCC1>[O:14]1[C:18]2[CH:19]=[CH:20][CH:21]=[C:22]([CH:23]3[CH2:28][CH2:27][N:26]([CH2:29][CH2:30][C@H:31]4[CH2:32][CH2:33][C@H:34]([NH:37][C:3](=[O:4])[CH2:2][F:1])[CH2:35][CH2:36]4)[CH2:25][CH2:24]3)[C:17]=2[O:16][CH2:15]1 |f:2.3,5.6,7.8|. Procedure: A mixture of methyl 2-fluoroacetate (11.3 mg, 123 μmol, Eq: 1.5) and KOSiMe3 (21 mg, 164 μmol, Eq: 2) in Dioxane (1 ml) was stirred at room temperature over night. Trans-4-[2-(4-Benzo[1,3]dioxol-4-yl-piperidin-1-yl)-ethyl]-cyclohexylamine hydrochloride (Intermediate A) (30 mg, 81.8 μmol), N,N-diisopropylethylamine (42.3 mg, 57.0 μl, 327 μmol, Eq: 4) and TBTU (39.4 mg, 123 μmol, Eq: 1.5) were added. Reaction mixture was stirred 4 h at room temperature. The reaction mixture was solved with sat NaH... Starting materials: O.NN (hydrazine monohydrate), [H-].[Al+3].[Li+].[H-].[H-].[H-] (lithium aluminum hydride), C(C)OC(=O)C1=CC2=C(S1)C=CC(=C2)CN2C(C1=CC=CC=C1C2=O)=O (5-(1,3-dioxo-1,3-dihydro-isoindol-2-ylmethyl)-benzo[b]thiophene-2-carboxylic acid ethyl ester), O (water). The solvent is CO (methanol), C(C)(=O)OCC (Ethyl acetate), CO (methanol), C1CCOC1 (THF). Conditions: time 8 hour. Yields the product C(C)(C)(C)OC(NCC1=CC2=C(SC(=C2)CO)C=C1)=O ((2-hydroxymethyl-benzo[b]thiophen-5-ylmethyl)-carbamic acid t-butyl ester). RXN SMILES: C(O[C:4]([C:6]1[S:10][C:9]2[CH:11]=[CH:12][C:13]([CH2:15][N:16]3[C:24](=[O:25])C4C(=CC=CC=4)C3=O)=[CH:14][C:8]=2[CH:7]=1)=[O:5])C.[OH2:27].NN.O.[H-].[Al+3].[Li+].[H-].[H-].[H-]>CO.C1COCC1.C(OCC)(=O)C>[C:8]([O:27][C:24](=[O:25])[NH:16][CH2:15][C:13]1[CH:12]=[CH:11][C:9]2[S:10][C:6]([CH2:4][OH:5])=[CH:7][C:8]=2[CH:14]=1)([CH3:14])([CH3:9])[CH3:7] |f:1.2,4.5.6.7.8.9|. Reported procedure: The compound (1.05 g) obtained in Example 120-1 was dissolved in methanol (20 ml) and added with hydrazine monohydrate (1.0 ml), followed by thermal reflux for 3 hours. The solution was added with water and subjected to extraction with chloroform. The resulting organic layer was washed with saturated saline solution and then dried with anhydrous sodium sulfate. The dried product was dissolved in DMF (30 ml) and then added with triethylamine (0.60 ml) and di-t-butyl dicarbonate (942.8 mg), follow... Reactants: CCOc1cc(C(C)(C)C)ncc1C1=NC(C)(c2ccc(Cl)cc2)C(C)(c2ccc(Cl)cc2)N1C(=O)Cl, O=C(CN1CCNCC1)N1CCCC1. The product is CCOc1cc(C(C)(C)C)ncc1C1=NC(C)(c2ccc(Cl)cc2)C(C)(c2ccc(Cl)cc2)N1C(=O)N1CCN(CC(=O)N2CCCC2)CC1. As a reaction SMILES: [C:1]([CH3:2])([CH3:3])([CH3:4])[c:5]1[cH:6][c:7]([O:35][CH2:36][CH3:37])[c:8]([C:11]2=[N:15][C:14]([CH3:16])([c:17]3[cH:18][cH:19][c:20]([Cl:23])[cH:21][cH:22]3)[C:13]([CH3:24])([c:25]3[cH:26][cH:27][c:28]([Cl:31])[cH:29][cH:30]3)[N:12]2[C:32](=[O:33])[Cl:34])[cH:9][n:10]1.[N:38]1([CH2:44][C:45](=[O:46])[N:47]2[CH2:48][CH2:49][CH2:50][CH2:51]2)[CH2:39][CH2:40][NH:41][CH2:42][CH2:43]1>>[C:1]([CH3:2])([CH3:3])([CH3:4])[c:5]1[cH:6][c:7]([O:35][CH2:36][CH3:37])[c:8]([C:11]2=[N:15][C:14]([CH3:16])([c:17]3[cH:18][cH:19][c:20]([Cl:23])[cH:21][cH:22]3)[C:13]([CH3:24])([c:25]3[cH:26][cH:27][c:28]([Cl:31])[cH:29][cH:30]3)[N:12]2[C:32](=[O:33])[N:41]2[CH2:40][CH2:39][N:38]([CH2:44][C:45](=[O:46])[N:47]3[CH2:48][CH2:49][CH2:50][CH2:51]3)[CH2:43][CH2:42]2)[cH:9][n:10]1.